Dataset: the Open Reaction Database (ORD), a public repository of structured organic reaction records. Task: describe an organic reaction: reactants, conditions, products, and yield Reactants: C1(=CC=CC=C1)O (phenol), [H-].[Na+] (sodium hydride), ClC1=NC(=C(C(=C1[N+](=O)[O-])NCCOCC1=CC=NC=C1)C)C ((2-chloro-5,6-dimethyl-3-nitropyridin-4-yl)-[2-(pyridin-4-ylmethoxy)ethyl]amine), C1(=CC=CC=C1)O (phenol), [H-].[Na+] (sodium hydride). The solvent is COCCOCCOC (diglyme), C(C)(=O)OCC (ethyl acetate), COCCOCCOC (diglyme), COCCOCCOC (diglyme). Run at temperature 5 celsius, time 15 minute. Yields the product CC1=NC(=C(C(=C1C)NCCOCC1=CC=NC=C1)[N+](=O)[O-])OC1=CC=CC=C1 ((2,3-dimethyl-5-nitro-6-phenoxypyridin-4-yl)-[2-(pyridin-4-ylmethoxy)ethyl]amine). The yield is 20.8%. Reaction SMILES: [H-].[Na+].[C:3]1([OH:9])[CH:8]=[CH:7][CH:6]=[CH:5][CH:4]=1.Cl[C:11]1[C:16]([N+:17]([O-:19])=[O:18])=[C:15]([NH:20][CH2:21][CH2:22][O:23][CH2:24][C:25]2[CH:30]=[CH:29][N:28]=[CH:27][CH:26]=2)[C:14]([CH3:31])=[C:13]([CH3:32])[N:12]=1>COCCOCCOC.C(OCC)(=O)C>[CH3:32][C:13]1[C:14]([CH3:31])=[C:15]([NH:20][CH2:21][CH2:22][O:23][CH2:24][C:25]2[CH:30]=[CH:29][N:28]=[CH:27][CH:26]=2)[C:16]([N+:17]([O-:19])=[O:18])=[C:11]([O:9][C:3]2[CH:8]=[CH:7][CH:6]=[CH:5][CH:4]=2)[N:12]=1 |f:0.1|. Reported procedure: Under a nitrogen atmosphere, diglyme (25 mL) was added to sodium hydride (1.81 g, 45.2 mmol), which is available as a 60% dispersion in mineral oil, and the mixture was cooled to 5° C. A solution of phenol (4.54 g, 48.2 mmol) in diglyme (50 mL) was added dropwise over a period of 15 minutes. The reaction became homogeneous after 15 minutes. A solution of (2-chloro-5,6-dimethyl-3-nitropyridin-4-yl)-[2-(pyridin-4-ylmethoxy)ethyl]amine (10.15 g, 30.14 mmol) was added, and the reaction was heated at... Starting materials: CC(C)(C)CC(N)C(=O)OCc1ccccc1, CC(C)(C)CC(NC(=O)OC(C)(C)C)C(=O)O, CN1CCOCC1, Cl. The product is CC(C)(C)CC(NC(=O)OC(C)(C)C)C(=O)NC(CC(C)(C)C)C(=O)OCc1ccccc1. RXN SMILES: [C:19]([CH3:20])([CH3:21])([CH3:22])[CH2:23][CH:24]([NH2:25])[C:26](=[O:27])[O:28][CH2:29][c:30]1[cH:31][cH:32][cH:33][cH:34][cH:35]1.[C:1]([CH3:2])([CH3:3])([CH3:4])[O:5][C:6](=[O:7])[NH:8][CH:9]([CH2:10][C:11]([CH3:12])([CH3:13])[CH3:14])[C:15](=[O:16])[OH:17].[CH3:36][N:37]1[CH2:38][CH2:39][O:40][CH2:41][CH2:42]1.[ClH:18]>>[C:1]([CH3:2])([CH3:3])([CH3:4])[O:5][C:6](=[O:7])[NH:8][CH:9]([CH2:10][C:11]([CH3:12])([CH3:13])[CH3:14])[C:15](=[O:17])[NH:25][CH:24]([CH2:23][C:19]([CH3:20])([CH3:21])[CH3:22])[C:26](=[O:27])[O:28][CH2:29][c:30]1[cH:31][cH:32][cH:33][cH:34][cH:35]1. The reactants are Intermediate C, NC1=C(C#N)C=CC(=C1)OC (2-amino-4-methoxybenzonitrile), C(CN)N (ethylene diamine). The product is N1C(=NCC1)C1=C(N)C=C(C=C1)OC (2-(4,5-dihydro-1H-imidazol-2-yl)-5-methoxyaniline). As a reaction SMILES: [NH2:1][C:2]1[CH:9]=[C:8]([O:10][CH3:11])[CH:7]=[CH:6][C:3]=1[C:4]#[N:5].[CH2:12](N)[CH2:13][NH2:14]>>[NH:5]1[CH2:12][CH2:13][N:14]=[C:4]1[C:3]1[CH:6]=[CH:7][C:8]([O:10][CH3:11])=[CH:9][C:2]=1[NH2:1]. Procedure details: The procedure used for the preparation of Intermediate C, Step 3 was used to prepare the title compound from 2-amino-4-methoxybenzonitrile (Step 1) and ethylene diamine. High vacuum drying gave the title compound (44 g, 92%). HPLC MS RT=1.04 min, MH+=192. RXN SMILES: Cl[C:2]1[C:11]2[C:6](=[CH:7][CH:8]=[C:9]([Cl:12])[N:10]=2)[N:5]=[CH:4][C:3]=1[C:13](=[O:17])[CH:14]([CH3:16])[CH3:15].[CH3:18][N:19]([CH2:21][C@H:22]1[CH2:27][CH2:26][C@H:25]([NH2:28])[CH2:24][CH2:23]1)[CH3:20]>>[Cl:12][C:9]1[N:10]=[C:11]2[C:6](=[CH:7][CH:8]=1)[N:5]=[CH:4][C:3]([C:13](=[O:17])[CH:14]([CH3:16])[CH3:15])=[C:2]2[NH:28][CH:25]1[CH2:26][CH2:27][CH:22]([CH2:21][N:19]([CH3:20])[CH3:18])[CH2:23][CH2:24]1. Reactants: ClC1=C(C=NC2=CC=C(N=C12)Cl)C(C(C)C)=O (1-(4,6-dichloro-1,5-naphthyridin-3-yl)-2-methylpropan-1-one), CN(C)C[C@@H]1CC[C@H](CC1)N (trans-4-((dimethylamino)methyl)cyclohexanamine). Product: ClC=1N=C2C(=C(C=NC2=CC1)C(C(C)C)=O)NC1CCC(CC1)CN(C)C (1-(6-chloro-4-((4-((dimethylamino)methyl)cyclohexyl)amino)-1,5-naphthyridin-3-yl)-2-methylpropan-1-one). Reported procedure: Following general procedure I, 1-(4,6-dichloro-1,5-naphthyridin-3-yl)-2-methylpropan-1-one (500 mg, 1.85 mmol) was reacted with trans-4-((dimethylamino)methyl)cyclohexanamine (436 mg, 2.78 mmol) to afford the product (640 mg, 89%) as a white solid: ESI MS m/z 389 [M+H]+. Isolated yield 88.9%.